Dataset: the Open Reaction Database (ORD), a public repository of structured organic reaction records. Task: describe an organic reaction: reactants, conditions, products, and yield Reactants: [BH4-].[Na+] (sodium borohydride), O.O.O.O.O.O.O.[Cl-].[Ce+3].[Cl-].[Cl-] (cerium chloride heptahydrate), [BH4-].[Na+] (sodium borohydride), [Cl-].[NH4+] (ammonium chloride), ice acetone, O.O.O.O.O.O.O.[Cl-].[Ce+3].[Cl-].[Cl-] (Cerium chloride heptahydrate), C(C)(C)(C)OC(=O)[C@@]1(CN(C(C1)=O)[C@H](C)C1=CC=CC=C1)CC(C=O)=C ((3S)-3-(3-oxo-2-methylene-1-propyl)-5-oxo-1-[(1R)-1-phenylethyl]pyrrolidine-3-carboxylic acid tert-butyl ester). Run in C(C)O (Ethanol). Yields the product C(C)(C)(C)OC(=O)[C@@]1(CN(C(C1)=O)[C@H](C)C1=CC=CC=C1)CC(CO)=C ((3S)-3-(3-Hydroxy-2-methylene-1-propyl)-5-oxo-1-[(1R)-1-phenylethyl]pyrrolidine-3-carboxylic acid tert-butyl ester). Isolated yield 120.2%. Reaction SMILES: [BH4-].[Na+].O.O.O.O.O.O.O.[Cl-].[Ce+3].[Cl-].[Cl-].[C:14]([O:18][C:19]([C@@:21]1([CH2:35][C:36](=[CH2:39])[CH:37]=[O:38])[CH2:25][C:24](=[O:26])[N:23]([C@@H:27]([C:29]2[CH:34]=[CH:33][CH:32]=[CH:31][CH:30]=2)[CH3:28])[CH2:22]1)=[O:20])([CH3:17])([CH3:16])[CH3:15].[Cl-].[NH4+]>C(O)C>[C:14]([O:18][C:19]([C@@:21]1([CH2:35][C:36](=[CH2:39])[CH2:37][OH:38])[CH2:25][C:24](=[O:26])[N:23]([C@@H:27]([C:29]2[CH:34]=[CH:33][CH:32]=[CH:31][CH:30]=2)[CH3:28])[CH2:22]1)=[O:20])([CH3:16])([CH3:15])[CH3:17] |f:0.1,2.3.4.5.6.7.8.9.10.11.12,14.15|. Procedure: Ethanol (43.9 ml) was added to sodium borohydride (644 mg, 17.0 mmol) in a nitrogen atmosphere, and the mixture was cooled with ice-acetone. Cerium chloride heptahydrate (6.55 g, 17.6 mmol) and (3S)-3-(3-oxo-2-methylene-1-propyl)-5-oxo-1-[(1R)-1-phenylethyl]pyrrolidine-3-carboxylic acid tert-butyl ester (3.14 g, 6.55 mmol) were added under cooling. The mixture was stirred under cooling for one hour, and then cerium chloride heptahydrate (1.64 g, 4.40 mmol) and sodium borohydride (166 mg, 4.39 mm...